From a dataset of the Open Reaction Database (ORD), a public repository of structured organic reaction records. describe an organic reaction: reactants, conditions, products, and yield Starting materials: C(C=C)OC1(CCN(CC1)C1=C(C(=CC=2N1C=C(N2)C=2C=C(C=CC2)C2=C(C=C(C=C2O[C@@H](C)CC=C)F)F)C)[C@@H](C(=O)OC)OC(C)(C)C)C ((S)-methyl 2-(5-(4-(allyloxy)-4-methylpiperidin-1-yl)-2-(2′,4′-difluoro-6′-((S)-pent-4-en-2-yloxy)-[1,1′-biphenyl]-3-yl)-7-methylimidazo[1,2-a]pyridin-6-yl)-2-(tert-butoxy)acetate), C(C)(C)(C)O[C@H](C(=O)OC)C1=C2N3CCC(OCC=CC[C@@H](OC=4C=C(C=CC4C4=CC=CC(C5=CN2C(C=C1C)=N5)=C4)F)C)(CC3)C (methyl(2S)-2-(tert-butoxy)-2-[(22S)-18-fluoro-4,22,28-trimethyl-21,27-dioxa-1,7,34-triazahexacyclo[26.2.2.16,9.110,14.02,7.015,20]tetratriaconta-2,4,6(34),8,10(33),11,13,15(20),16,18,24-undecaen-3-yl]acetate). Yields the product C(C)(C)(C)O[C@H](C(=O)OC)C1=C2N3CCC(OCC=CC[C@@H](OC=4C=C(C=C(C4C4=CC=CC(C5=CN2C(C=C1C)=N5)=C4)F)F)C)(CC3)C (Methyl(2S)-2-(tert-butoxy)-2-[(22S)-16,18-difluoro-4,22,28-trimethyl-21,27-dioxa-1,7,34-triazahexacyclo[26.2.2.16,9.110,14.02,7.015,20]tetratriaconta-2,4,6(34),8,10(33),11,13,15(20),16,18,24-undecaen-3-yl]acetate). The yield is 65.0%. Reaction SMILES: [CH2:1]([O:4][C:5]1([CH3:51])[CH2:10][CH2:9][N:8]([C:11]2[N:16]3[CH:17]=[C:18]([C:20]4[CH:21]=[C:22]([C:26]5[C:31]([O:32][C@H:33]([CH2:35][CH:36]=[CH2:37])[CH3:34])=[CH:30][C:29]([F:38])=[CH:28][C:27]=5[F:39])[CH:23]=[CH:24][CH:25]=4)[N:19]=[C:15]3[CH:14]=[C:13]([CH3:40])[C:12]=2[C@H:41]([O:46][C:47]([CH3:50])([CH3:49])[CH3:48])[C:42]([O:44][CH3:45])=[O:43])[CH2:7][CH2:6]1)C=C.C(O[C@@H](C1C(C)=CC2=NC3=CN2C=1N1CCC(C)(OCC=CC[C@H](C)OC2C=C(F)C=CC=2C2C=C3C=CC=2)CC1)C(OC)=O)(C)(C)C>>[C:47]([O:46][C@@H:41]([C:12]1[C:13]([CH3:40])=[CH:14][C:15]2=[N:19][C:18]3=[CH:17][N:16]2[C:11]=1[N:8]1[CH2:7][CH2:6][C:5]([CH3:51])([O:4][CH2:1][CH:37]=[CH:36][CH2:35][C@H:33]([CH3:34])[O:32][C:31]2[CH:30]=[C:29]([F:38])[CH:28]=[C:27]([F:39])[C:26]=2[C:22]2[CH:21]=[C:20]3[CH:25]=[CH:24][CH:23]=2)[CH2:10][CH2:9]1)[C:42]([O:44][CH3:45])=[O:43])([CH3:49])([CH3:50])[CH3:48]. Procedure: Prepared in 65% yield from (S)-methyl 2-(5-(4-(allyloxy)-4-methylpiperidin-1-yl)-2-(2′,4′-difluoro-6′-((S)-pent-4-en-2-yloxy)-[1,1′-biphenyl]-3-yl)-7-methylimidazo[1,2-a]pyridin-6-yl)-2-(tert-butoxy)acetate following the same procedure as methyl(2S)-2-(tert-butoxy)-2-[(22S)-18-fluoro-4,22,28-trimethyl-21,27-dioxa-1,7,34-triazahexacyclo[26.2.2.16,9.110,14.02,7.015,20]tetratriaconta-2,4,6(34),8,10(33),11,13,15(20),16,18,24-undecaen-3-yl]acetate. 1H NMR (400 MHz, CDCl3) δ 8.16 (d, J=8.0 Hz, 1H), 8.... Reactants: C(C)C(C(N1C=NC=C1)C1=CC=C(C=C1)NC(C)=O)CC (N-(4-(2-ethyl-1-(1H-imidazol-1-yl)butyl)phenyl)acetamide), [OH-].[Na+] (NaOH). Run in Cl (HCl). Product: C(C)C(C(N1C=NC=C1)C1=CC=C(N)C=C1)CC (4-(2-ethyl-1-(1H-imidazol-1-yl)butyl)aniline). Reaction SMILES: [CH2:1]([CH:3]([CH2:20][CH3:21])[CH:4]([C:10]1[CH:15]=[CH:14][C:13]([NH:16]C(=O)C)=[CH:12][CH:11]=1)[N:5]1[CH:9]=[CH:8][N:7]=[CH:6]1)[CH3:2].[OH-].[Na+]>Cl>[CH2:20]([CH:3]([CH2:1][CH3:2])[CH:4]([C:10]1[CH:11]=[CH:12][C:13]([NH2:16])=[CH:14][CH:15]=1)[N:5]1[CH:9]=[CH:8][N:7]=[CH:6]1)[CH3:21] |f:1.2|. Reported procedure: A solution of N-(4-(2-ethyl-1-(1H-imidazol-1-yl)butyl)phenyl)acetamide (350 mg, 1.23 mmol) in 3N HCl (3.28 mL) was stirred overnight at 60° C. After cooling to room temperature, the solution was poured onto ice and basified with 6N NaOH (pH=12-14). The aqueous phase was extracted three times with DCM and the organic extracts were combined and dried over MgSO4, filtered and then concentrated to afford to 4-(2-ethyl-1-(1H-imidazol-1-yl)butyl)aniline, MS (ES+): m/z 244.31 (MH+). Reactants: C(C)(=O)OCC (ethyl acetate), aldehyde, BrC=1C(=C(C=O)C=C(C1)OC)OC (3-bromo-2,5-dimethoxy benzaldehyde), O (water), [BH4-].[Na+] (NaBH4). Solvent: CCCCCC (hexane), C1CCOC1 (THF). Product: BrC=1C(=C(CO)C=C(C1)OC)OC (3-Bromo-2,5-dimethoxybenzyl Alcohol). The yield is 100.0%. Reaction SMILES: [Br:1][C:2]1[C:3]([O:12][CH3:13])=[C:4]([CH:7]=[C:8]([O:10][CH3:11])[CH:9]=1)[CH:5]=[O:6].O.[BH4-].[Na+].C(OCC)(=O)C>C1COCC1.CCCCCC>[Br:1][C:2]1[C:3]([O:12][CH3:13])=[C:4]([CH:7]=[C:8]([O:10][CH3:11])[CH:9]=1)[CH2:5][OH:6] |f:2.3|. Procedure details: A solution of 8.27 gm (33.75 mmol) of 3-bromo-2,5-dimethoxy benzaldehyde* in 40 ml THF and 20 ml water was cooled to 10° C. and treated portionwise with 3.83 gm (101.2 mmol) NaBH4. Stirring was maintained at ambient temperature until tlc analysis (silica gel; 1:4 ethyl acetate:hexane) indicated the absence of starting aldehyde. After 30 minutes the solvent was removed in vacuo and the residue was portioned between ethyl acetate and water. After washing with brine and drying (Na2SO4), the ethyl a... Starting materials: CCOC(=O)C=C(C)Cl, CC(C)(C)[O-], [K+], C1CCOC1, Oc1ccccc1. The product is CCOC(=O)C=C(C)Oc1ccccc1. Reaction SMILES: [CH2:14]([CH3:15])[O:16][C:17]([CH:18]=[C:19]([CH3:20])[Cl:21])=[O:22].[CH3:1][C:2]([CH3:3])([O-:4])[CH3:5].[K+:6].[O:23]1[CH2:24][CH2:25][CH2:26][CH2:27]1.[OH:7][c:8]1[cH:9][cH:10][cH:11][cH:12][cH:13]1>>[O:7]([c:8]1[cH:9][cH:10][cH:11][cH:12][cH:13]1)[C:19](=[CH:18][C:17]([O:16][CH2:14][CH3:15])=[O:22])[CH3:20]. As a reaction SMILES: [CH2:29]1[O:30][CH2:31][CH2:32][CH2:33]1.[ClH:28].[I:18][c:19]1[c:20]([N:25]=[C:26]=[O:27])[cH:21][cH:22][cH:23][cH:24]1.[NH2:1][c:2]1[c:3]([O:16][CH3:17])[cH:4][c:5]([CH2:8][C:9](=[O:10])[O:11][C:12]([CH3:13])([CH3:14])[CH3:15])[cH:6][cH:7]1>>[NH:1]([c:2]1[c:3]([O:16][CH3:17])[cH:4][c:5]([CH2:8][C:9](=[O:10])[O:11][C:12]([CH3:13])([CH3:14])[CH3:15])[cH:6][cH:7]1)[C:26]([NH:25][c:20]1[c:19]([I:18])[cH:24][cH:23][cH:22][cH:21]1)=[O:27]. Product: COc1cc(CC(=O)OC(C)(C)C)ccc1NC(=O)Nc1ccccc1I. Starting materials: C1CCOC1, Cl, O=C=Nc1ccccc1I, COc1cc(CC(=O)OC(C)(C)C)ccc1N. Reactants: Nc1ccc(Br)cc1, C1CCNC1, Cl, [K+], O=N[O-], [Na+], [OH-], O. Product: Brc1ccc(N=NN2CCCC2)cc1. As a reaction SMILES: [Br:1][c:2]1[cH:3][cH:4][c:5]([NH2:6])[cH:7][cH:8]1.[CH2:13]1[CH2:14][CH2:15][NH:16][CH2:17]1.[ClH:18].[K+:21].[N:9]([O-:10])=[O:11].[Na+:12].[OH-:20].[OH2:19]>>[Br:1][c:2]1[cH:3][cH:4][c:5]([N:6]=[N:9][N:16]2[CH2:15][CH2:14][CH2:13][CH2:17]2)[cH:7][cH:8]1. The reactants are COC(C1=C(C=C(C=C1)Cl)NC(CC1=CC(=CC(=C1)C)C)=O)=O (4-chloro-2-[2-(3,5-dimethylphenyl)-acetylamino]-benzoic acid methyl ester), C[Si](C)(C)[N-][Si](C)(C)C.[Na+] (sodium bis(trimethylsilyl)amide), solution. The solvent is O1CCCC1 (tetrahydrofuran). Reaction conditions: time 2 hour. Yields the product ClC1=CC=C2C(=C(C(NC2=C1)=O)C1=CC(=CC(=C1)C)C)O (7-chloro-3-(3,5-dimethylphenyl)-4-hydroxy-1H-quinolin-2-one). The yield is 83.5%. As a reaction SMILES: CO[C:3](=[O:23])[C:4]1[CH:9]=[CH:8][C:7]([Cl:10])=[CH:6][C:5]=1[NH:11][C:12](=[O:22])[CH2:13][C:14]1[CH:19]=[C:18]([CH3:20])[CH:17]=[C:16]([CH3:21])[CH:15]=1.C[Si]([N-][Si](C)(C)C)(C)C.[Na+]>O1CCCC1>[Cl:10][C:7]1[CH:6]=[C:5]2[C:4]([C:3]([OH:23])=[C:13]([C:14]3[CH:15]=[C:16]([CH3:21])[CH:17]=[C:18]([CH3:20])[CH:19]=3)[C:12](=[O:22])[NH:11]2)=[CH:9][CH:8]=1 |f:1.2|. Procedure: To a solution of 4-chloro-2-[2-(3,5-dimethylphenyl)-acetylamino]-benzoic acid methyl ester (3.05 g in 20 mL dry tetrahydrofuran) at 0° C. was added dropwise a solution of sodium bis(trimethylsilyl)amide (20 mL of a 1.0M solution in tetrahydrofuran) and the mixture warmed to room temperature. After 2 hours, the reaction was cooled to 0° C. and quenched by the addition of 100 mL iced 6N hydrochloric acid. The slurry was stirred for 15 minutes then filtered and washed (2×) with ice cold acetonitril... The reactants are O (water), COC1=C(C=C(C=C1)[N+](=O)[O-])O (2-methoxy-5-nitrophenol), C(=O)([O-])[O-].[K+].[K+] (K2CO3), C(C#C)Cl (propargyl chloride). The solvent is CC(=O)C (acetone). Run at temperature 65 celsius. The product is COC1=C(C=C(C=C1)[N+](=O)[O-])OCC#C (1-Methoxy-4-nitro-2-prop-2-ynyloxy-benzene). Isolated yield 88.0%. Reaction SMILES: [CH3:1][O:2][C:3]1[CH:8]=[CH:7][C:6]([N+:9]([O-:11])=[O:10])=[CH:5][C:4]=1[OH:12].C([O-])([O-])=O.[K+].[K+].[CH2:19](Cl)[C:20]#[CH:21].O>CC(C)=O>[CH3:1][O:2][C:3]1[CH:8]=[CH:7][C:6]([N+:9]([O-:11])=[O:10])=[CH:5][C:4]=1[O:12][CH2:21][C:20]#[CH:19] |f:1.2.3|. Reported procedure: 2-methoxy-5-nitrophenol (6.0 g, 35 mmol) and K2CO3 (6.5 g, 43 mmol) were stirred in acetone (200 mL) for 30 min and then propargyl chloride (6 mL, excess) was added to the suspension and heated at 65° C. overnight. After cooled to room temperature, water was added and the reaction mixture was extracted with EtOAc (100 mL×3). The combined organic layers were washed with water and brine and dried over Na2SO4. Recrystallization of the crude product in MeOH/EtOAc gave the title product as a white so...